This data is from the Open Reaction Database (ORD), a public repository of structured organic reaction records. The task is: describe an organic reaction: reactants, conditions, products, and yield Reactants: [Na+].[Cl-] (NaCl), Br.C(C)OC(=O)C=1N=C(SC1)N (2-Amino-thiazole-4-carboxylic acid ethyl ester hydrobromide), C(=O)(O)[O-].[Na+] (NaHCO3), N(=O)[O-].[Na+] (NaNO2). The reagents and catalysts are [O-]S(=O)(=O)[O-].[Cu+2] (CuSO4). Solvent: O (H2O), O (H2O). Run at temperature 0 celsius. Yields the product C(C)OC(=O)C=1N=C(SC1)Cl (2-Chloro-thiazole-4-carboxylic acid ethyl ester). As a reaction SMILES: Br.[CH2:2]([O:4][C:5]([C:7]1[N:8]=[C:9](N)[S:10][CH:11]=1)=[O:6])[CH3:3].C([O-])(O)=O.[Na+].[Na+].[Cl-:19].N([O-])=O.[Na+]>O.[O-]S([O-])(=O)=O.[Cu+2]>[CH2:2]([O:4][C:5]([C:7]1[N:8]=[C:9]([Cl:19])[S:10][CH:11]=1)=[O:6])[CH3:3] |f:0.1,2.3,4.5,6.7,9.10|. Procedure details: 2-Amino-thiazole-4-carboxylic acid ethyl ester hydrobromide (34.46 g, 0.137 mol) was basified with a saturated solution of NaHCO3 (aq) (300 mL) and extracted with EtOAc (8×300 mL). The combined organic layers were dried over Na2SO4, filtered and the solvent evaporated in vacuo to liberate the free base. To a well stirred suspension of the free base in 9M H2SO4 (aq) (500 mL) at 0° C. to −5° C., CuSO4 (63.34 g, 0.397 mol) and NaCl (30.39 g, 0.520 mol) were added, followed by the dropwise addition ...